This data is from the Open Reaction Database (ORD), a public repository of structured organic reaction records. The task is: describe an organic reaction: reactants, conditions, products, and yield Starting materials: O=C(OC(C(=O)O)C(OC(=O)c1ccccc1)C(=O)O)c1ccccc1, [Cl-], O=S(=O)(c1ccccc1)c1cnc2c(F)cccc2c1, [K+], [K+], CCOC(=O)N1CC2CCNC2C1, [Na+], O=C([O-])[O-], CN(C)C=O. The product is CCOC(=O)N1CC2CCN(c3cccc4cc(S(=O)(=O)c5ccccc5)cnc34)C2C1. Reaction SMILES: [C:21]([O:22][CH:23]([CH:24]([O:25][C:26](=[O:27])[c:28]1[cH:29][cH:30][cH:31][cH:32][cH:33]1)[C:34]([OH:35])=[O:36])[C:37]([OH:38])=[O:39])(=[O:40])[c:41]1[cH:42][cH:43][cH:44][cH:45][cH:46]1.[Cl-:71].[F:1][c:2]1[cH:3][cH:4][cH:5][c:6]2[cH:7][c:8]([S:12](=[O:13])(=[O:14])[c:15]3[cH:16][cH:17][cH:18][cH:19][cH:20]3)[cH:9][n:10][c:11]12.[K+:60].[K+:61].[NH:47]1[CH:48]2[CH:49]([CH2:50][CH2:51]1)[CH2:52][N:53]([C:55](=[O:56])[O:57][CH2:58][CH3:59])[CH2:54]2.[Na+:72].[O-:62][C:63]([O-:64])=[O:65].[O:66]=[CH:67][N:68]([CH3:69])[CH3:70]>>[c:2]1([N:47]2[CH:48]3[CH:49]([CH2:50][CH2:51]2)[CH2:52][N:53]([C:55](=[O:56])[O:57][CH2:58][CH3:59])[CH2:54]3)[cH:3][cH:4][cH:5][c:6]2[cH:7][c:8]([S:12](=[O:13])(=[O:14])[c:15]3[cH:16][cH:17][cH:18][cH:19][cH:20]3)[cH:9][n:10][c:11]12. The reactants are CS(=O)(=O)Cl, ClCCl, [Na+], O=C([O-])O, OCc1cc2c(cn1)OCCS2. Product: CS(=O)(=O)OCc1cc2c(cn1)OCCS2. As a reaction SMILES: [CH3:13][S:14]([Cl:15])(=[O:16])=[O:17].[Cl:23][CH2:24][Cl:25].[Na+:22].[O-:18][C:19]([OH:20])=[O:21].[S:1]1[CH2:2][CH2:3][O:4][c:5]2[cH:6][n:7][c:8]([CH2:11][OH:12])[cH:9][c:10]21>>[S:1]1[CH2:2][CH2:3][O:4][c:5]2[cH:6][n:7][c:8]([CH2:11][O:12][S:14]([CH3:13])(=[O:16])=[O:17])[cH:9][c:10]21. Reactants: C1CCOC1, Cc1ccccc1C(=O)Nc1cc[nH]n1, C[Si](C)(C)[N-][Si](C)(C)C, CS(C)=O, Fc1cccc(C(F)(F)F)c1CBr, [Li+]. The product is Cc1ccccc1C(=O)Nc1ccn(Cc2c(F)cccc2C(F)(F)F)n1. Reaction SMILES: [CH2:39]1[O:40][CH2:41][CH2:42][CH2:43]1.[CH3:11][c:12]1[c:13]([C:14](=[O:15])[NH:16][c:17]2[n:18][nH:19][cH:20][cH:21]2)[cH:22][cH:23][cH:24][cH:25]1.[CH3:1][Si:2]([N-:3][Si:4]([CH3:5])([CH3:6])[CH3:7])([CH3:8])[CH3:9].[CH3:44][S:45]([CH3:46])=[O:47].[F:26][c:27]1[c:28]([CH2:29][Br:30])[c:31]([C:35]([F:36])([F:37])[F:38])[cH:32][cH:33][cH:34]1.[Li+:10]>>[CH3:11][c:12]1[c:13]([C:14](=[O:15])[NH:16][c:17]2[n:18][n:19]([CH2:29][c:28]3[c:27]([F:26])[cH:34][cH:33][cH:32][c:31]3[C:35]([F:36])([F:37])[F:38])[cH:20][cH:21]2)[cH:22][cH:23][cH:24][cH:25]1. The reactants are C1(=CC=CC=C1)P(C1=CC=CC=C1)C1=CC=CC=C1 (triphenylphosphine), C(C)OCC(O)OCC (2-ethoxy-(2-ethoxy)ethanol), N(=NC(=O)OCC)C(=O)OCC (diethyl azodicarboxylate), ClC1=CC=C(CNC(=O)C=2C=NC3=CC=C(C=C3C2O)CN2CCOCC2)C=C1 (N-(4-chlorobenzyl)-4-hydroxy-6-(4-morpholinylmethyl)-3-quinolinecarboxamide), C1(=CC=CC=C1)P(C1=CC=CC=C1)C1=CC=CC=C1 (triphenylphosphine), C(C)OCC(O)OCC (2-ethoxy-(2-ethoxy)ethanol), N(=NC(=O)OCC)C(=O)OCC (diethyl azodicarboxylate). Run in C1CCOC1 (THF). Conditions: time 8 hour. Yields the product ClC1=CC=C(CNC(=O)C2=CN(C3=CC=C(C=C3C2=O)CN2CCOCC2)CCOCCOCC)C=C1 (N-(4-Chlorobenzyl)-1-[2-(2-ethoxyethoxy)ethyl]-6-(4-morpholinylmethyl)-4-oxo-1,4-dihydro-3-quinolinecarboxamide). Reaction SMILES: [Cl:1][C:2]1[CH:29]=[CH:28][C:5]([CH2:6][NH:7][C:8]([C:10]2[CH:11]=[N:12][C:13]3[C:18]([C:19]=2[OH:20])=[CH:17][C:16]([CH2:21][N:22]2[CH2:27][CH2:26][O:25][CH2:24][CH2:23]2)=[CH:15][CH:14]=3)=[O:9])=[CH:4][CH:3]=1.C1(P(C2C=CC=CC=2)C2C=CC=CC=2)C=CC=CC=1.[CH2:49]([O:51][CH2:52][CH:53]([O:55][CH2:56][CH3:57])O)[CH3:50].N(C(OCC)=O)=NC(OCC)=O>C1COCC1>[Cl:1][C:2]1[CH:29]=[CH:28][C:5]([CH2:6][NH:7][C:8]([C:10]2[C:19](=[O:20])[C:18]3[C:13](=[CH:14][CH:15]=[C:16]([CH2:21][N:22]4[CH2:23][CH2:24][O:25][CH2:26][CH2:27]4)[CH:17]=3)[N:12]([CH2:50][CH2:49][O:51][CH2:52][CH2:53][O:55][CH2:56][CH3:57])[CH:11]=2)=[O:9])=[CH:4][CH:3]=1. Reported procedure: A dry flask containing N-(4-chlorobenzyl)-4-hydroxy-6-(4-morpholinylmethyl)-3-quinolinecarboxamide (0.20 gm) from Preparation No. 40 in dry THF (5 mL) under an argon atmosphere is added triphenylphosphine (164 mg), 2-ethoxy-(2-ethoxy)ethanol (0.09 mL) and diethyl azodicarboxylate (0.10 mL). The mixture is stirred at room temperature overnight. The reaction mixture is again treated with triphenylphosphine (164 mg), 2-ethoxy-(2-ethoxy)ethanol (0.09 mL) and diethyl azodicarboxylate (0.10 mL). After... Yields the product O=C(c1ccc(-c2ccccn2)cc1)N1Cc2cccn2Cc2ccccc21. Reaction SMILES: [CH2:24]([Sn:25]([CH2:26][CH2:27][CH2:28][CH3:35])([c:29]1[n:30][cH:31][cH:32][cH:33][cH:34]1)[CH2:36][CH2:37][CH2:38][CH3:39])[CH2:40][CH2:41][CH3:42].[CH3:43][c:44]1[cH:45][cH:46][cH:47][cH:48][cH:49]1.[I:1][c:2]1[cH:3][cH:4][c:5]([C:6](=[O:7])[N:8]2[CH2:9][c:10]3[n:11]([cH:19][cH:20][cH:21]3)[CH2:12][c:13]3[c:14]2[cH:15][cH:16][cH:17][cH:18]3)[cH:22][cH:23]1.[cH:50]1[cH:51][cH:52][c:53]([P:54]([Pd:55]([P:56]([c:57]2[cH:58][cH:59][cH:60][cH:61][cH:62]2)([c:63]2[cH:64][cH:65][cH:66][cH:67][cH:68]2)[c:69]2[cH:70][cH:71][cH:72][cH:73][cH:74]2)([P:75]([c:76]2[cH:77][cH:78][cH:79][cH:80][cH:81]2)([c:82]2[cH:83][cH:84][cH:85][cH:86][cH:87]2)[c:88]2[cH:89][cH:90][cH:91][cH:92][cH:93]2)[P:94]([c:95]2[cH:96][cH:97][cH:98][cH:99][cH:100]2)([c:101]2[cH:102][cH:103][cH:104][cH:105][cH:106]2)[c:107]2[cH:108][cH:109][cH:110][cH:111][cH:112]2)([c:113]2[cH:114][cH:115][cH:116][cH:117][cH:118]2)[c:119]2[cH:120][cH:121][cH:122][cH:123][cH:124]2)[cH:125][cH:126]1>>[c:2]1(-[c:29]2[n:30][cH:31][cH:32][cH:33][cH:34]2)[cH:3][cH:4][c:5]([C:6](=[O:7])[N:8]2[CH2:9][c:10]3[n:11]([cH:19][cH:20][cH:21]3)[CH2:12][c:13]3[c:14]2[cH:15][cH:16][cH:17][cH:18]3)[cH:22][cH:23]1. The reactants are CCCC[Sn](CCCC)(CCCC)c1ccccn1, Cc1ccccc1, O=C(c1ccc(I)cc1)N1Cc2cccn2Cc2ccccc21, c1ccc(P(c2ccccc2)(c2ccccc2)[Pd](P(c2ccccc2)(c2ccccc2)c2ccccc2)(P(c2ccccc2)(c2ccccc2)c2ccccc2)P(c2ccccc2)(c2ccccc2)c2ccccc2)cc1.